Dataset: the Open Reaction Database (ORD), a public repository of structured organic reaction records. Task: describe an organic reaction: reactants, conditions, products, and yield Reactants: CC(C)(C)c1csc(CBr)n1, O=C([O-])[O-], CCCCCC, CC(C)=O, [K+], [K+], COc1ccc(O)c(C=O)c1. Reaction SMILES: [Br:1][CH2:2][c:3]1[s:4][cH:5][c:6]([C:8]([CH3:9])([CH3:10])[CH3:11])[n:7]1.[C:23](=[O:24])([O-:25])[O-:26].[CH3:29][CH2:30][CH2:31][CH2:32][CH2:33][CH3:34].[CH3:35][C:36](=[O:37])[CH3:38].[K+:27].[K+:28].[OH:12][c:13]1[c:14]([CH:15]=[O:16])[cH:17][c:18]([O:21][CH3:22])[cH:19][cH:20]1>>[CH2:2]([c:3]1[s:4][cH:5][c:6]([C:8]([CH3:9])([CH3:10])[CH3:11])[n:7]1)[O:12][c:13]1[c:14]([CH:15]=[O:16])[cH:17][c:18]([O:21][CH3:22])[cH:19][cH:20]1. Yields the product COc1ccc(OCc2nc(C(C)(C)C)cs2)c(C=O)c1. Reactants: O=C([O-])[O-], CCCC[N+](CCCC)(CCCC)CCCC, COC(=O)C(CCBr)Sc1cc(N)c(F)cc1Cl, Cc1ccccc1, [K+], [K+], O=S(=O)([O-])O. Product: COC(=O)C1(Sc2cc(N)c(F)cc2Cl)CC1. Reaction SMILES: [C:19](=[O:20])([O-:21])[O-:22].[CH2:30]([N+:31]([CH2:32][CH2:33][CH2:34][CH3:35])([CH2:36][CH2:37][CH2:38][CH3:39])[CH2:40][CH2:41][CH2:42][CH3:43])[CH2:44][CH2:45][CH3:46].[CH3:1][O:2][C:3]([CH:4]([CH2:5][CH2:6][Br:7])[S:8][c:9]1[c:10]([Cl:17])[cH:11][c:12]([F:16])[c:13]([NH2:15])[cH:14]1)=[O:18].[CH3:47][c:48]1[cH:49][cH:50][cH:51][cH:52][cH:53]1.[K+:23].[K+:24].[S:25]([O-:26])([OH:27])(=[O:28])=[O:29]>>[CH3:1][O:2][C:3]([C:4]1([S:8][c:9]2[c:10]([Cl:17])[cH:11][c:12]([F:16])[c:13]([NH2:15])[cH:14]2)[CH2:5][CH2:6]1)=[O:18]. Starting materials: C(C)(C)(C)OC(=O)NCC1=NC=C(C2=CC(=C(C=C12)OC)OC)CC(=O)O ([1-(tert-butoxycarbonylamino-methyl)-6,7-dimethoxy-isoquinolin-4-yl]-acetic acid), CNCCC1=NC=CC=C1 (methyl-(2-pyridin-2-yl-ethyl)-amine). Product: C(C)(C)(C)OC(NCC1=NC=C(C2=CC(=C(C=C12)OC)OC)CC(N(CCC1=NC=CC=C1)C)=O)=O ((6,7-dimethoxy-4-{[methyl-(2-pyridin-2-yl-ethyl)-carbamoyl]-methyl}-isoquinolin-1-ylmethyl)-carbamic acid tert-butyl ester). Reaction SMILES: [C:1]([O:5][C:6]([NH:8][CH2:9][C:10]1[C:19]2[C:14](=[CH:15][C:16]([O:22][CH3:23])=[C:17]([O:20][CH3:21])[CH:18]=2)[C:13]([CH2:24][C:25]([OH:27])=O)=[CH:12][N:11]=1)=[O:7])([CH3:4])([CH3:3])[CH3:2].[CH3:28][NH:29][CH2:30][CH2:31][C:32]1[CH:37]=[CH:36][CH:35]=[CH:34][N:33]=1>>[C:1]([O:5][C:6](=[O:7])[NH:8][CH2:9][C:10]1[C:19]2[C:14](=[CH:15][C:16]([O:22][CH3:23])=[C:17]([O:20][CH3:21])[CH:18]=2)[C:13]([CH2:24][C:25](=[O:27])[N:29]([CH3:28])[CH2:30][CH2:31][C:32]2[CH:37]=[CH:36][CH:35]=[CH:34][N:33]=2)=[CH:12][N:11]=1)([CH3:2])([CH3:3])[CH3:4]. Procedure: As described in Example 1, 94 mg of [1-(tert-butoxycarbonylamino-methyl)-6,7-dimethoxy-isoquinolin-4-yl]-acetic acid was coupled with methyl-(2-pyridin-2-yl-ethyl)-amine to give 78 mg of (6,7-dimethoxy-4-{[methyl-(2-pyridin-2-yl-ethyl)-carbamoyl]-methyl}-isoquinolin-1-ylmethyl)-carbamic acid tert-butyl ester. MS: APCI (M+H) calc'd for C27H34N4O5+H 495.6; found 495.1. The reactants are NC1CC2=CC(=C(C=C2C1)CC)CC (2-amino-5,6-diethylindane), [Li] (lithium). Run in N (ammonia). The product is C(C)C=1CC=2CC(CC2CC1CC)N (5,6-diethyl-2,3,4,7-tetrahydro-1H-inden-2-ylamine). RXN SMILES: [NH2:1][CH:2]1[CH2:10][C:9]2[C:4](=[CH:5][C:6]([CH2:13][CH3:14])=[C:7]([CH2:11][CH3:12])[CH:8]=2)[CH2:3]1.[Li]>N>[CH2:11]([C:7]1[CH2:8][C:9]2[CH2:10][CH:2]([NH2:1])[CH2:3][C:4]=2[CH2:5][C:6]=1[CH2:13][CH3:14])[CH3:12] |^1:14|. Procedure: Liquid ammonia (50 ml) is condensed at −78° C. and 2-amino-5,6-diethylindane (WO 0075114; 1 g, 4.43 mmol) is added, followed by lithium wire (0.615 g, 88 mmol) portionwise over 5 minutes. The reaction is stirred at −78° C. for 3 hours, then cautiously quenched with ethanol (100 ml) and warmed to ambient temperature overnight. Water is added, the mixture is extracted with ether and the combined organic extracts are washed with brine, dried (MgSO4) and evaporated to afford 5,6-diethyl-2,3,4,7-tetr... Run at temperature -78 celsius, time 3 hour. The reactants are C[C@H]1[C@H]([C@H](C[C@@H](O1)O[C@H]2C[C@@]([C@@H](C3=C2C(=C4C(=C3)C(=O)C5=C(C4=O)C(=CC=C5)O)O)C(=O)OC)(CC(=O)C)O)N(C)C)O[C@H]6C[C@@H]([C@@H]([C@@H](O6)C)O[C@H]7CCC(=O)[C@@H](O7)C)O (sulfurmycin A), S(=O)(=O)([O-])[O-].[Na+].[Na+] (sodium sulphate). Solvent: Cl (hydrochloric acid). Yields the product CC(=O)C[C@]1(C[C@@H](C2=C([C@H]1C(=O)OC)C=C3C(=C2O)C(=O)C4=C(C3=O)C=CC=C4O)O)O (sulfurmycinone). Isolated yield 61.0%. Reaction SMILES: C[C@@H]1O[C@@H]([O:8][C@@H:9]2[C:14]3[C:15]([OH:30])=[C:16]4[C:23](=[O:24])[C:22]5[C:25]([OH:29])=[CH:26][CH:27]=[CH:28][C:21]=5[C:19](=[O:20])[C:17]4=[CH:18][C:13]=3[C@@H:12]([C:31]([O:33][CH3:34])=[O:32])[C@@:11]([OH:39])([CH2:35][C:36]([CH3:38])=[O:37])[CH2:10]2)C[C@H](N(C)C)[C@@H]1O[C@@H]1O[C@@H](C)[C@@H](O[C@@H]2O[C@@H](C)C(=O)CC2)[C@@H](O)C1.S([O-])([O-])(=O)=O.[Na+].[Na+]>Cl>[CH3:38][C:36]([CH2:35][C@:11]1([OH:39])[C@H:12]([C:31]([O:33][CH3:34])=[O:32])[C:13]2[CH:18]=[C:17]3[C:19](=[O:20])[C:21]4[CH:28]=[CH:27][CH:26]=[C:25]([OH:29])[C:22]=4[C:23](=[O:24])[C:16]3=[C:15]([OH:30])[C:14]=2[C@@H:9]([OH:8])[CH2:10]1)=[O:37] |f:1.2.3|. Procedure details: A solution of 100 mg of sulfurmycin A in 20 ml of 0.1 N hydrochloric acid was heated at 90° C. for 60 minutes. The mixture was cooled and extracted with 40 ml of ethyl acetate. The ethyl acetate layer obtained was dehydrated over sodium sulphate and concentrated in vacuo to give 45 mg. of a yellow powder. Crystallisation from n-hexane/chloroform gave 32 mg of sulfurmycinone (yellow needles).